Dataset: the Open Reaction Database (ORD), a public repository of structured organic reaction records. Task: describe an organic reaction: reactants, conditions, products, and yield Starting materials: Cc1cc(C(=O)O)cc(C)c1-n1c(C)ccc1C, CN(C)C=O, CCN(C(C)C)C(C)C, O=C(Cl)C(=O)Cl, ClCCl, C1CCOC1, c1ccc2c(c1)Cn1cccc1CN2. The product is Cc1cc(C(=O)N2Cc3cccn3Cc3ccccc32)cc(C)c1-n1c(C)ccc1C. Reaction SMILES: [CH3:1][c:2]1[n:3](-[c:8]2[c:9]([CH3:18])[cH:10][c:11]([C:12](=[O:13])[OH:14])[cH:15][c:16]2[CH3:17])[c:4]([CH3:7])[cH:5][cH:6]1.[CH3:56][N:57]([CH3:58])[CH:59]=[O:60].[CH:39]([N:40]([CH2:41][CH3:42])[CH:43]([CH3:44])[CH3:45])([CH3:46])[CH3:47].[Cl:19][C:20]([C:21]([Cl:22])=[O:23])=[O:24].[Cl:53][CH2:54][Cl:55].[O:48]1[CH2:49][CH2:50][CH2:51][CH2:52]1.[cH:25]1[cH:26][cH:27][n:28]2[c:29]1[CH2:30][NH:31][c:32]1[c:33]([cH:35][cH:36][cH:37][cH:38]1)[CH2:34]2>>[CH3:1][c:2]1[n:3](-[c:8]2[c:9]([CH3:18])[cH:10][c:11]([C:12](=[O:14])[N:31]3[CH2:30][c:29]4[cH:25][cH:26][cH:27][n:28]4[CH2:34][c:33]4[c:32]3[cH:38][cH:37][cH:36][cH:35]4)[cH:15][c:16]2[CH3:17])[c:4]([CH3:7])[cH:5][cH:6]1. Starting materials: Cl, OCCOc1ccccc1, BrP(Br)Br, c1ccncc1. Yields the product BrCCOc1ccccc1. As a reaction SMILES: [ClH:21].[O:7]([c:8]1[cH:9][cH:10][cH:11][cH:12][cH:13]1)[CH2:14][CH2:15][OH:16].[P:17]([Br:18])([Br:19])[Br:20].[cH:1]1[cH:2][cH:3][n:4][cH:5][cH:6]1>>[O:7]([c:8]1[cH:9][cH:10][cH:11][cH:12][cH:13]1)[CH2:14][CH2:15][Br:18].